From a dataset of the Open Reaction Database (ORD), a public repository of structured organic reaction records. describe an organic reaction: reactants, conditions, products, and yield Reactants: C1CCOC1, CCC(Oc1ccc(C(CC)(CC)c2ccc3cc(C(=O)OC)ccc3c2)cc1C)C(O)C(C)(C)C, CO, [K+], [OH-], O. Product: CCC(Oc1ccc(C(CC)(CC)c2ccc3cc(C(=O)O)ccc3c2)cc1C)C(O)C(C)(C)C. Reaction SMILES: [CH2:39]1[O:40][CH2:41][CH2:42][CH2:43]1.[CH3:3][O:4][C:5](=[O:6])[c:7]1[cH:8][c:9]2[cH:10][cH:11][c:12]([C:17]([CH2:18][CH3:19])([c:20]3[cH:21][c:22]([CH3:36])[c:23]([O:26][CH:27]([CH:28]([C:29]([CH3:30])([CH3:31])[CH3:32])[OH:33])[CH2:34][CH3:35])[cH:24][cH:25]3)[CH2:37][CH3:38])[cH:13][c:14]2[cH:15][cH:16]1.[CH3:44][OH:45].[K+:2].[OH-:1].[OH2:46]>>[O:4]=[C:5]([OH:6])[c:7]1[cH:8][c:9]2[cH:10][cH:11][c:12]([C:17]([CH2:18][CH3:19])([c:20]3[cH:21][c:22]([CH3:36])[c:23]([O:26][CH:27]([CH:28]([C:29]([CH3:30])([CH3:31])[CH3:32])[OH:33])[CH2:34][CH3:35])[cH:24][cH:25]3)[CH2:37][CH3:38])[cH:13][c:14]2[cH:15][cH:16]1. The reactants are C(C)O (ethanol), COC=1C=C2C=C(C=NC2=CC1)C#N (6-methoxy-3-quinolinecarbonitrile), CNN (methylhydrazine). Run in CO (methanol). Product: COC=1C=C2C=C3C(=NC2=CC1)N(N=C3N)C (6-Methoxy-1-methyl-1H-pyrazolo[3,4-b]quinolin-3-amine). The yield is 75.0%. Reaction SMILES: [CH2:1](O)C.[CH3:4][O:5][C:6]1[CH:7]=[C:8]2[C:13](=[CH:14][CH:15]=1)[N:12]=C[C:10]([C:16]#[N:17])=[CH:9]2.[CH3:18][NH:19][NH2:20]>CO>[CH3:4][O:5][C:6]1[CH:7]=[C:8]2[C:13](=[CH:14][CH:15]=1)[N:12]=[C:18]1[N:19]([CH3:1])[N:20]=[C:16]([NH2:17])[C:10]1=[CH:9]2. Procedure details: 6-Methoxy-1-methyl-1H-pyrazolo[3,4-b]quinolin-3-amine, orange crystals, m.p. 185°-186° C. (from ethanol) was prepared in 75% yield from 6-methoxy-3-quinolinecarbonitrile (Example 1c) and methylhydrazine in methanol. Reactants: Cl.N(C1=CC=CC=C1)C1=CC(=NC2=CC=C3C(=C12)NC=N3)C (9-Anilino-7-methyl-1H-imidazo[4,5-f]quinoline Hydrochloride), ClC=1C(=C(N)C=CC1)C (3-chloro-2-methylaniline), CN(C=O)C (dimethylformamide). The product is O.Cl.ClC=1C(=C(NC2=CC(=NC3=CC=C4C(=C23)NC=N4)C)C=CC1)C (9-(3-Chloro-2-methylanilino)-7-methyl-1H-imidazo[4,5-f]quinoline Hydrochloride Monohydrate). RXN SMILES: Cl.N([C:9]1[C:18]2[C:13](=[CH:14][CH:15]=[C:16]3[N:21]=[CH:20][NH:19][C:17]3=2)[N:12]=[C:11]([CH3:22])[CH:10]=1)C1C=CC=CC=1.[Cl:23][C:24]1[C:25]([CH3:31])=[C:26]([CH:28]=[CH:29][CH:30]=1)[NH2:27].CN(C)C=[O:35]>>[OH2:35].[ClH:23].[Cl:23][C:24]1[C:25]([CH3:31])=[C:26]([CH:28]=[CH:29][CH:30]=1)[NH:27][C:9]1[C:18]2[C:13](=[CH:14][CH:15]=[C:16]3[N:21]=[CH:20][NH:19][C:17]3=2)[N:12]=[C:11]([CH3:22])[CH:10]=1 |f:0.1,4.5.6|. Procedure: A stirred reaction mixture of the compound of Example I, C. (22 g., 0.1 mole) and 3-chloro-2-methylaniline (14 g., 0.1 mole) in 200 ml. of dimethylformamide was refluxed for 6 hours. The reaction mixture was stripped in vacuo to yield a tar. Upon standing the tar solidified to give a yellow semisolid. The yellow product was recrystallized twice from methanol/ether to yield 14 g. (37%). Starting materials: FC=1C(=NC(=CC1)F)NCC1CCOCC1 (3,6-difluoro-N-((tetrahydro-2H-pyran-4-yl)methyl)pyridin-2-amine), C[O-].[Na+] (sodium methoxide), steel. Solvent: CO (MeOH). Product: FC=1C(=NC(=CC1)OC)NCC1CCOCC1 (3-fluoro-6-methoxy-N-((tetrahydro-2H-pyran-4-yl)methyl)pyridin-2-amine). Reaction SMILES: [F:1][C:2]1[C:3]([NH:9][CH2:10][CH:11]2[CH2:16][CH2:15][O:14][CH2:13][CH2:12]2)=[N:4][C:5](F)=[CH:6][CH:7]=1.[CH3:17][O-:18].[Na+]>CO>[F:1][C:2]1[C:3]([NH:9][CH2:10][CH:11]2[CH2:16][CH2:15][O:14][CH2:13][CH2:12]2)=[N:4][C:5]([O:18][CH3:17])=[CH:6][CH:7]=1 |f:1.2|. Procedure: To a solution of 3,6-difluoro-N-((tetrahydro-2H-pyran-4-yl)methyl)pyridin-2-amine (5 g, 21.91 mmol) in MeOH (35 mL) was added sodium methoxide (25 wt. % in MeOH, 15.03 mL, 65.7 mmol). The resulting mixture was heated in a steel bomb at about 135° C. for ˜18 hr. The mixture then was cooled to ambient temperature and concentrated in vacuo. The resulting residue was taken up in water (˜250 mL) yielding a precipitate, which was collected by filteration, and then washed with water. The solid then was...